This data is from the Open Reaction Database (ORD), a public repository of structured organic reaction records. The task is: describe an organic reaction: reactants, conditions, products, and yield The reactants are C(CC=1C(C(=O)OC)=CC=CC1)(=O)OC (dimethyl homophthalate), FC(C1=CC=C(C=O)C=C1)(F)F (p-(trifluoromethyl)benzaldehyde). The product is FC(C=1C=C2C=3C=CC=C4C3C(=CC2=CC1)C(=O)OC4=O)(F)F (6-(Trifluoromethyl)phenanthrene-1,10-dicarboxylic Anhydride). RXN SMILES: [C:1]([O:14]C)(=[O:13])[CH2:2][C:3]1[C:4](=[CH:9][CH:10]=[CH:11][CH:12]=1)[C:5]([O:7]C)=O.[F:16][C:17]([F:27])([F:26])[C:18]1[CH:25]=[CH:24][C:21]([CH:22]=O)=[CH:20][CH:19]=1>>[F:16][C:17]([F:27])([F:26])[C:18]1[CH:25]=[C:24]2[C:21](=[CH:20][CH:19]=1)[CH:22]=[C:2]1[C:1]([O:14][C:5](=[O:7])[C:4]3[C:3]1=[C:12]2[CH:11]=[CH:10][CH:9]=3)=[O:13]. Reported procedure: As described in example 14, the following compounds were prepared from dimethyl homophthalate and p-(trifluoromethyl)benzaldehyde: Reaction conditions: temperature 60 celsius. Reported procedure: 3-Benzyl-2-propylthieno[3,2-d]pyrimidin-4(3H)-one (1-5, 0.80 g, 2.81 mmol) was dissolved in AcOH (3.0 mL) and treated with Br2 neat 0.43 mL, 8.44 mmol). The reaction was warmed to 60° C. for 6 h, and then concentrated. The residue was purified by flash column chromatography (SiO2, 0-10% EtOAc/hexanes gradient) to give 3-benzyl-2-(1-bromopropyl)thieno[3,2-d]pyrimidin-4(3H)-one (1-6). 1H NMR (300 MHz, CDCl3) δ 7.82 (d, J=5.2 Hz, 1H), 7.28 (m, 4H), 7.15 (d, J=7.0 Hz, 2H), 6.26 (d, J=16.5 Hz, 1H), 4... Product: C(C1=CC=CC=C1)N1C(=NC2=C(C1=O)SC=C2)C(CC)Br (3-Benzyl-2-(1-bromopropyl)thieno[3,2-d]pyrimidin-4(3H)-one). The reactants are C(C1=CC=CC=C1)N1C(=NC2=C(C1=O)SC=C2)CCC (3-Benzyl-2-propylthieno[3,2-d]pyrimidin-4(3H)-one), BrBr (Br2). Solvent: CC(=O)O (AcOH). RXN SMILES: [CH2:1]([N:8]1[C:13](=[O:14])[C:12]2[S:15][CH:16]=[CH:17][C:11]=2[N:10]=[C:9]1[CH2:18][CH2:19][CH3:20])[C:2]1[CH:7]=[CH:6][CH:5]=[CH:4][CH:3]=1.[Br:21]Br>CC(O)=O>[CH2:1]([N:8]1[C:13](=[O:14])[C:12]2[S:15][CH:16]=[CH:17][C:11]=2[N:10]=[C:9]1[CH:18]([Br:21])[CH2:19][CH3:20])[C:2]1[CH:3]=[CH:4][CH:5]=[CH:6][CH:7]=1. Starting materials: CO, CCOCC, Cc1ccccc1CC(=O)CCC(=O)O, Cl. Yields the product COC(=O)CCC(=O)Cc1ccccc1C. RXN SMILES: [CH3:17][OH:18].[CH3:19][CH2:20][O:21][CH2:22][CH3:23].[CH3:1][c:2]1[c:3]([CH2:8][C:9]([CH2:10][CH2:11][C:12](=[O:13])[OH:14])=[O:15])[cH:4][cH:5][cH:6][cH:7]1.[ClH:16]>>[CH3:1][c:2]1[c:3]([CH2:8][C:9]([CH2:10][CH2:11][C:12](=[O:13])[O:14][CH3:17])=[O:15])[cH:4][cH:5][cH:6][cH:7]1.